describe an organic reaction: reactants, conditions, products, and yield From a dataset of the Open Reaction Database (ORD), a public repository of structured organic reaction records. The reactants are BrC=1SC(=C(C1C)Br)C (2,4-dibromo-3,5-dimethylthiophene), CSSC (dimethyl disulfide), solution, C(CCC)[Li] (n-butyl lithium), ice water. Run in C(C)OCC (ethyl ether). Run at temperature -70 celsius. Yields the product BrC1=C(SC(=C1C)SC)C (3-bromo-2,4-dimethyl-5-(methylthio)thiophene). As a reaction SMILES: Br[C:2]1[S:3][C:4]([CH3:9])=[C:5]([Br:8])[C:6]=1[CH3:7].C([Li])CCC.[CH3:15][S:16]SC>C(OCC)C>[Br:8][C:5]1[C:6]([CH3:7])=[C:2]([S:16][CH3:15])[S:3][C:4]=1[CH3:9]. Reported procedure: 20.0 G. of 2,4-dibromo-3,5-dimethylthiophene was dissolved in 300 ml. of anhydrous ethyl ether. The resulting solution was cooled to -70° C. with stirring under argon. 32 Ml. of a 2.4 M solution of n-butyl lithium was added slowly and the solution was warmed to -32° C. for 10 minutes and then cooled again to -70° C. 7.5 G. of dimethyl disulfide was added slowly while the temperature was maintained at -70° C. The resulting solution was warmed to room temperature and stirred for 2 hours then poure...